This data is from the Open Reaction Database (ORD), a public repository of structured organic reaction records. The task is: describe an organic reaction: reactants, conditions, products, and yield The reactants are COC=1C(=CC=CC1)N (o-anisidine), C(C1=CC(=CC=C1)OC)(=O)Cl (m-anisoyl chloride). Product: COC=1C=C(C(=O)NC2=C(C=CC=C2)OC)C=CC1 (3-Methoxy-N-(2-methoxyphenyl)benzamide). The yield is 100.0%. RXN SMILES: [CH3:1][O:2][C:3]1[C:4]([NH2:9])=[CH:5][CH:6]=[CH:7][CH:8]=1.[C:10](Cl)(=[O:19])[C:11]1[CH:16]=[CH:15][CH:14]=[C:13]([O:17][CH3:18])[CH:12]=1>>[CH3:18][O:17][C:13]1[CH:12]=[C:11]([CH:16]=[CH:15][CH:14]=1)[C:10]([NH:9][C:4]1[CH:5]=[CH:6][CH:7]=[CH:8][C:3]=1[O:2][CH3:1])=[O:19]. Reported procedure: Using o-anisidine (1.0 ml, 8.55 mmol) and m-anisoyl chloride (1.2 ml, 8.55 mmol), the procedure of Reference Example 2 was repeated to obtain 2.2 g (100%) of the title compound in the form of brown oil.